This data is from the Open Reaction Database (ORD), a public repository of structured organic reaction records. The task is: describe an organic reaction: reactants, conditions, products, and yield The reactants are CC(=O)NC1=C(C=CC(=C1)N)N(C)CCCN(C)C, C1CC1NC2=CC(=NC3=C(C=NN23)C#N)Cl. The reagents and catalysts are C(=O)([O-])[O-].[Cs+].[Cs+], CC1(C2=C(C(=CC=C2)P(C3=CC=CC=C3)C4=CC=CC=C4)OC5=C1C=CC=C5P(C6=CC=CC=C6)C7=CC=CC=C7)C, C1=CC=C(C=C1)/C=C/C(=O)/C=C/C2=CC=CC=C2.C1=CC=C(C=C1)/C=C/C(=O)/C=C/C2=CC=CC=C2.C1=CC=C(C=C1)/C=C/C(=O)/C=C/C2=CC=CC=C2.[Pd].[Pd]. Run in CC(=O)N(C)C. Run at temperature 150 celsius. Product: CC(=O)NC1=C(C=CC(=C1)NC2=NC3=C(C=NN3C(=C2)NC4CC4)C#N)N(C)CCCN(C)C. Isolated yield 29.0%. Procedure: In a 40mL vial (t=g) was 5-chloro-7-(cyclopropylamino)pyrazolo[1,5-a]pyrimidine-3-carbonitrile (70mg, 0.30 mmol), N-(5-amino-2-((3-(dimethylamino)propyl)(methyl)amino)phenyl)acetamide (79 mg, 0.30 mmol), and cesium carbonate (195 mg, 0.60 mmol) in DMA (0.5 mL) (),Pd2(dba)3 (13.72 mg, 0.01 mmol) and (9,9-dimethyl-9H-xanthene-4,5-diyl)bis(diphenylphosphine) (17.33 mg, 0.03 mmol) were added.  to give a brown suspension. The vial was filled with N2,  150C microwave for 30 min. LCMS comletion. MeOH (...